This data is from the Open Reaction Database (ORD), a public repository of structured organic reaction records. The task is: describe an organic reaction: reactants, conditions, products, and yield The reactants are OBO, CC(=O)Nc1ccccc1, CC(=O)[O-], CC(=O)[O-], Nc1ccc(Oc2ncnn3ccc(Cl)c23)c(F)c1, [K+], [K+], [K+], O=P([O-])([O-])[O-], [Pd+2]. The product is CC(=O)Nc1cccc(-c2ccn3ncnc(Oc4ccc(N)cc4F)c23)c1. Reaction SMILES: [BH:20]([OH:21])[OH:22].[C:23]([CH3:24])(=[O:25])[NH:26][c:27]1[cH:28][cH:29][cH:30][cH:31][cH:32]1.[C:41]([O-:42])(=[O:43])[CH3:44].[C:46]([O-:47])(=[O:48])[CH3:49].[Cl:1][c:2]1[cH:3][cH:4][n:5]2[n:6][cH:7][n:8][c:9]([O:11][c:12]3[c:13]([F:19])[cH:14][c:15]([NH2:18])[cH:16][cH:17]3)[c:10]12.[K+:38].[K+:39].[K+:40].[P:33]([O-:34])([O-:35])([O-:36])=[O:37].[Pd+2:45]>>[c:2]1(-[c:31]2[cH:30][cH:29][cH:28][c:27]([NH:26][C:23]([CH3:24])=[O:25])[cH:32]2)[cH:3][cH:4][n:5]2[n:6][cH:7][n:8][c:9]([O:11][c:12]3[c:13]([F:19])[cH:14][c:15]([NH2:18])[cH:16][cH:17]3)[c:10]12. Reactants: CC#CC(=O)O, C1CCOC1, CN1CCOCC1, CC(C)COC(=O)Cl, N#Cc1cnc2ccc(N)cc2c1Nc1ccc(F)c(Cl)c1. Product: CC#CC(=O)Nc1ccc2ncc(C#N)c(Nc3ccc(F)c(Cl)c3)c2c1. RXN SMILES: [C:1]([C:2]#[C:3][CH3:4])(=[O:5])[OH:6].[CH2:44]1[O:45][CH2:46][CH2:47][CH2:48]1.[CH3:15][N:16]1[CH2:17][CH2:18][O:19][CH2:20][CH2:21]1.[Cl:7][C:8]([O:9][CH2:10][CH:11]([CH3:12])[CH3:13])=[O:14].[NH2:22][c:23]1[cH:24][c:25]2[c:26]([NH:35][c:36]3[cH:37][c:38]([Cl:43])[c:39]([F:42])[cH:40][cH:41]3)[c:27]([C:33]#[N:34])[cH:28][n:29][c:30]2[cH:31][cH:32]1>>[C:1]([C:2]#[C:3][CH3:4])(=[O:6])[NH:22][c:23]1[cH:24][c:25]2[c:26]([NH:35][c:36]3[cH:37][c:38]([Cl:43])[c:39]([F:42])[cH:40][cH:41]3)[c:27]([C:33]#[N:34])[cH:28][n:29][c:30]2[cH:31][cH:32]1.